Task: describe an organic reaction: reactants, conditions, products, and yield. Dataset: the Open Reaction Database (ORD), a public repository of structured organic reaction records Starting materials: [Cl-].[NH4+] (Ammonium chloride), [Li] (lithium), C1=CC=C(C=C1)C(CC(=O)O)N (DL-β-amino-β-phenyl propionic acid), N (ammonia), N (ammonia). The solvent is C(C)(C)(C)O (tertiary butanol), O1CCCC1 (tetrahydrofuran), O (water). Product: Cl (hydrochloric acid), Cl.NC(CC(=O)O)C1=CCC=CC1 (β-amino-β-cyclohex-1, 4-dienyl propionic acid hydrochloride). RXN SMILES: [CH:1]1[CH:6]=[CH:5][C:4]([CH:7]([NH2:12])[CH2:8][C:9]([OH:11])=[O:10])=[CH:3][CH:2]=1.N.[Li].[Cl-:15].[NH4+]>O.C(O)(C)(C)C.O1CCCC1>[ClH:15].[ClH:15].[NH2:12][CH:7]([C:4]1[CH2:5][CH:6]=[CH:1][CH2:2][CH:3]=1)[CH2:8][C:9]([OH:11])=[O:10] |f:3.4,9.10,^1:13|. Procedure details: To a stirred solution of DL-β-amino-β-phenyl propionic acid (16.3 g) in liquid ammonia (800 ml.), tetrahydrofuran (200 ml.) and tertiary butanol (200 ml.) contained in a vacuum jacketed vessel, was added strips of lithium (8.0 g) over a period of 4 hours when a permanent blue colour was obtained. Ammonium chloride (62 g) was cautiously added and the ammonia allowed to slowly evaporate overnight. The white residue was dissolved in water (200 ml.), the volume reduced to about 50 ml. and the pH adj... The reactants are O (H2O), BrC=1C=C2C(=NC1)NC=C2[C@H](C)C2=C(C(=CC=C2OC)F)Cl (5-bromo-3-[(S)-1-(2-chloro-3-fluoro-6-methoxyphenyl)-ethyl]-1H-pyrrolo[2,3-b]pyridine), CC1(OC[C@H](O1)CN1N=C(C(=C1C)B1OC(C(O1)(C)C)(C)C)C)C (1-{[(4R)-2,2-dimethyl-1,3-dioxolan-4-yl]methyl}-3,5-dimethyl-4-(4,4,5,5-tetramethyl-1,3,2-dioxaborolan-2-yl)-1H-pyrazole), C(=O)([O-])[O-].[K+].[K+] (K2CO3), Cl (HCl), O (H2O), Cl (HCl), CCOCC (Et2O). Reagents/catalysts: C=1C=CC(=CC1)[P](C=2C=CC=CC2)(C=3C=CC=CC3)[Pd]([P](C=4C=CC=CC4)(C=5C=CC=CC5)C=6C=CC=CC6)([P](C=7C=CC=CC7)(C=8C=CC=CC8)C=9C=CC=CC9)[P](C=1C=CC=CC1)(C=1C=CC=CC1)C=1C=CC=CC1 (Pd(PPh3)4). Solvent: O1CCOCC1 (dioxane). Run at time 30 minute. The product is ClC1=C(C(=CC=C1F)OC)[C@@H](C)C1=CNC2=NC=C(C=C21)C=2C(=NN(C2C)C[C@H](CO)O)C ((2R)-3-(4-{3-[(1S)-1-(2-Chloro-3-fluoro-6-methoxyphenyl)ethyl]-1H-pyrrolo[2,3-b]pyridin-5-yl}-3,5-dimethyl-1H-pyrazol-1-yl)propane-1,2-diol), Cl (HCl). Reaction SMILES: Br[C:2]1[CH:3]=[C:4]2[C:10]([C@@H:11]([C:13]3[C:18]([O:19][CH3:20])=[CH:17][CH:16]=[C:15]([F:21])[C:14]=3[Cl:22])[CH3:12])=[CH:9][NH:8][C:5]2=[N:6][CH:7]=1.CC1(C)[O:28][C@H:27]([CH2:29][N:30]2[C:34]([CH3:35])=[C:33](B3OC(C)(C)C(C)(C)O3)[C:32]([CH3:45])=[N:31]2)[CH2:26][O:25]1.C([O-])([O-])=O.[K+].[K+].O.[ClH:54].CCOCC>C1C=CC([P]([Pd]([P](C2C=CC=CC=2)(C2C=CC=CC=2)C2C=CC=CC=2)([P](C2C=CC=CC=2)(C2C=CC=CC=2)C2C=CC=CC=2)[P](C2C=CC=CC=2)(C2C=CC=CC=2)C2C=CC=CC=2)(C2C=CC=CC=2)C2C=CC=CC=2)=CC=1.O1CCOCC1>[Cl:22][C:14]1[C:15]([F:21])=[CH:16][CH:17]=[C:18]([O:19][CH3:20])[C:13]=1[C@H:11]([C:10]1[C:4]2[C:5](=[N:6][CH:7]=[C:2]([C:33]3[C:32]([CH3:45])=[N:31][N:30]([CH2:29][C@@H:27]([OH:28])[CH2:26][OH:25])[C:34]=3[CH3:35])[CH:3]=2)[NH:8][CH:9]=1)[CH3:12].[ClH:54] |f:2.3.4,^1:63,65,84,103|. Reported procedure: A mixture of 5-bromo-3-[(S)-1-(2-chloro-3-fluoro-6-methoxyphenyl)-ethyl]-1H-pyrrolo[2,3-b]pyridine (100.0 mg, 0.2606 mmol), 1-{[(4R)-2,2-dimethyl-1,3-dioxolan-4-yl]methyl}-3,5-dimethyl-4-(4,4,5,5-tetramethyl-1,3,2-dioxaborolan-2-yl)-1H-pyrazole (175 mg, 0.521 mmol), Pd(PPh3)4 (15.1 mg, 0.0130 mmol), K2CO3 (108 mg, 0.782 mmol) and 4:1 dioxane:H2O (10 mL, 100 mmol) was heated to 95° C. for 5 h. After cooling to rt, 2 M of HCl in H2O (1.3 mL, 2.6 mmol) was added, and the mixture was heated to 40° C...